Dataset: the Open Reaction Database (ORD), a public repository of structured organic reaction records. Task: describe an organic reaction: reactants, conditions, products, and yield Reactants: C(C)(C)(C)OC(COC1=CC=C(C=C1)OC(F)(F)F)=O ((4-trifluoromethoxyphenoxy)-acetic acid tert-butyl ester). The solvent is C(=O)(C(F)(F)F)O (TFA). Conditions: time 3 hour. Yields the product FC(OC1=CC=C(OCC(=O)O)C=C1)(F)F ((4-Trifluoromethoxyphenoxy)-acetic acid). Reaction SMILES: C([O:5][C:6](=[O:20])[CH2:7][O:8][C:9]1[CH:14]=[CH:13][C:12]([O:15][C:16]([F:19])([F:18])[F:17])=[CH:11][CH:10]=1)(C)(C)C>C(O)(C(F)(F)F)=O>[F:17][C:16]([F:18])([F:19])[O:15][C:12]1[CH:11]=[CH:10][C:9]([O:8][CH2:7][C:6]([OH:20])=[O:5])=[CH:14][CH:13]=1. Reported procedure: TFA (80 mL) was added to (4-trifluoromethoxyphenoxy)-acetic acid tert-butyl ester (25.8 g, 88 mmol). The mixture was stirred for three hours. The TFA was removed in vacuo affording the title compound as a white solid: MS (ESI-LCMS) for C9H6F3O4: 235 (M-H—).